This data is from the Open Reaction Database (ORD), a public repository of structured organic reaction records. The task is: describe an organic reaction: reactants, conditions, products, and yield Run at time 18 hour. Procedure: To a solution of the nitro compound (440 mg, 1.48 mmol) in ethanol (15 ml) was added ammonium formate (600 mg, 9.45 mmol) and 10% Pd on carbon (100 mg) and the reaction stirred at room temperature for 18 h. The mixture was filtered through Celite™, the filtrate concentrated in vacuo and partitioned between ethyl acetate and water. The ethyl acetate layers were dried (MgSO4) and concentrated in vacuo to give 4-(2-diethylaminoethoxyl)-3,5-dimethoxy aniline as an orange powder (360 mg) δH (CDCl3) 5... Reagents/catalysts: [Pd] (Pd on carbon). The solvent is C(C)O (ethanol). As a reaction SMILES: [CH2:1]([N:3]([CH2:20][CH3:21])[CH2:4][CH2:5][O:6][C:7]1[C:12]([O:13][CH3:14])=[CH:11][C:10]([N+:15]([O-])=O)=[CH:9][C:8]=1[O:18][CH3:19])[CH3:2].C([O-])=O.[NH4+]>C(O)C.[Pd]>[CH2:20]([N:3]([CH2:1][CH3:2])[CH2:4][CH2:5][O:6][C:7]1[C:8]([O:18][CH3:19])=[CH:9][C:10]([NH2:15])=[CH:11][C:12]=1[O:13][CH3:14])[CH3:21] |f:1.2|. Yields the product C(C)N(CCOC1=C(C=C(N)C=C1OC)OC)CC (4-(2-diethylaminoethoxyl)-3,5-dimethoxy aniline). Reactants: C(C)N(CCOC1=C(C=C(C=C1OC)[N+](=O)[O-])OC)CC (4-(2-diethylaminoethoxy)-3,5-dimethoxynitrobenzene), C(=O)[O-].[NH4+] (ammonium formate). Yield: 90.6%. Starting materials: C(C)(=O)N1CCC(CC1)CC1=CC=C(C=C1)NCC (1-acetyl-4-[4-(ethylamino)benzyl]piperidine), C([O-])([O-])=O.[K+].[K+] (potassium carbonate), C(C1=CC=CC=C1)Br (benzyl bromide). Run in C(C)O (ethanol). The product is C(C)(=O)N1CCC(CC1)CC1=CC=C(C=C1)N(CC)CC1=CC=CC=C1 (1-Acetyl-4-[4-(N-benzyl-N-ethylamino)benzyl]piperidine). As a reaction SMILES: [C:1]([N:4]1[CH2:9][CH2:8][CH:7]([CH2:10][C:11]2[CH:16]=[CH:15][C:14]([NH:17][CH2:18][CH3:19])=[CH:13][CH:12]=2)[CH2:6][CH2:5]1)(=[O:3])[CH3:2].C(=O)([O-])[O-].[K+].[K+].[CH2:26](Br)[C:27]1[CH:32]=[CH:31][CH:30]=[CH:29][CH:28]=1>C(O)C>[C:1]([N:4]1[CH2:9][CH2:8][CH:7]([CH2:10][C:11]2[CH:12]=[CH:13][C:14]([N:17]([CH2:26][C:27]3[CH:32]=[CH:31][CH:30]=[CH:29][CH:28]=3)[CH2:18][CH3:19])=[CH:15][CH:16]=2)[CH2:6][CH2:5]1)(=[O:3])[CH3:2] |f:1.2.3|. Procedure: In 30 ml of ethanol was dissolved 3.13 g of the 1-acetyl-4-[4-(ethylamino)benzyl]piperidine (Compound No. 8) prepared in Example 16, followed by addition of 3.31 g of potassium carbonate and 1.43 ml of benzyl bromide. The mixture was refluxed for 2 hours and the insolubles were filtered off. The solvent was then distilled off and the remaining oil was purified by silica gel column chromatography (eluent: ethyl acetate) to give 3.8 g of the title compound as a colorless oil.